This data is from the Open Reaction Database (ORD), a public repository of structured organic reaction records. The task is: describe an organic reaction: reactants, conditions, products, and yield The reactants are FC=1C=C(C[C@H]2CN(CC2)C(=O)OC(C)(C)C)C=CC1 (tert butyl (R)-3-(3-fluorobenzyl)-pyrrolidine-1-carboxylate), IC[C@@H]1CN(CC1)C(=O)OC(C)(C)C (tert-butyl (S)-3-iodomethylpyrrolidine-1-carboxylate), IC[C@@H]1CN(CC1)C(=O)OC(C)(C)C (tert-butyl (S)-3-iodomethylpyrrolidine-1-carboxylate). Product: FC=1C=C(C[C@@H]2CN(CC2)C(=O)OC(C)(C)C)C=CC1 (tert-Butyl (S)-3-(3-fluorobenzyl)-pyrrolidine-1-carboxylate). Reaction SMILES: [F:1][C:2]1[CH:3]=[C:4]([CH:18]=[CH:19][CH:20]=1)[CH2:5][C@@H:6]1[CH2:10][CH2:9][N:8]([C:11]([O:13][C:14]([CH3:17])([CH3:16])[CH3:15])=[O:12])[CH2:7]1.IC[C@H]1CCN(C(OC(C)(C)C)=O)C1>>[F:1][C:2]1[CH:3]=[C:4]([CH:18]=[CH:19][CH:20]=1)[CH2:5][C@H:6]1[CH2:10][CH2:9][N:8]([C:11]([O:13][C:14]([CH3:17])([CH3:15])[CH3:16])=[O:12])[CH2:7]1. Reported procedure: Prepared by proceeding in a similar manner to Intermediate 99 starting with tert-butyl (S)-3-iodomethylpyrrolidine-1-carboxylate (Intermediate 118). Starting materials: BrCc1cccc(Br)c1, CONC(=O)OC, CN(C)C=O, [H-], [Na+], O. The product is COC(=O)N(Cc1cccc(Br)c1)OC. Reaction SMILES: [Br:10][c:11]1[cH:12][c:13]([CH2:14][Br:15])[cH:16][cH:17][cH:18]1.[CH3:1][O:2][NH:3][C:4]([O:5][CH3:6])=[O:7].[CH3:20][N:21]([CH3:22])[CH:23]=[O:24].[H-:8].[Na+:9].[OH2:19]>>[CH3:1][O:2][N:3]([C:4]([O:5][CH3:6])=[O:7])[CH2:14][c:13]1[cH:12][c:11]([Br:10])[cH:18][cH:17][cH:16]1. Starting materials: CN(C(C(N1N=C(C(=C1)C)C1=CC=CC=C1)C)=O)C (N,N,α,4-tetramethyl-3-phenypyrazole-1-acetamide), CI (methyl iodide), C(C)I (ethyl iodide). Yields the product CN(C(C(N1N=C(C(=C1)CCC)C1=CC=CC=C1)(C)C)=O)C (N,N,α,α-tetramethyl-3-phenyl-4-propylpyrazole-1-acetamide). As a reaction SMILES: [CH3:1][N:2]([CH3:19])[C:3](=[O:18])[CH:4]([CH3:17])[N:5]1[CH:9]=[C:8]([CH3:10])[C:7]([C:11]2[CH:16]=[CH:15][CH:14]=[CH:13][CH:12]=2)=[N:6]1.[CH3:20]I.[CH2:22](I)[CH3:23]>>[CH3:19][N:2]([CH3:1])[C:3](=[O:18])[C:4]([CH3:20])([CH3:17])[N:5]1[CH:9]=[C:8]([CH2:10][CH2:22][CH3:23])[C:7]([C:11]2[CH:16]=[CH:15][CH:14]=[CH:13][CH:12]=2)=[N:6]1. Reported procedure: Following the procedure of Example 95, but substituting N,N,α-trimethyl-3-phenyl-4-propylpyrazole-1-acetamide for N,N,α,4-tetramethyl-3-phenypyrazole-1-acetamide and methyl iodide for ethyl iodide, there was obtained N,N,α,α-tetramethyl-3-phenyl-4-propylpyrazole-1-acetamide, m.p. 98.5°-101° C. The reactants are COc1ccccc1C(C)C(=O)O, ClCCl, N. Product: COc1ccccc1C(C)C(N)=O. Reaction SMILES: [CH3:1][O:2][c:3]1[c:4]([CH:9]([C:10](=[O:11])[OH:12])[CH3:13])[cH:5][cH:6][cH:7][cH:8]1.[Cl:15][CH2:16][Cl:17].[NH3:14]>>[CH3:1][O:2][c:3]1[c:4]([CH:9]([C:10](=[O:11])[NH2:14])[CH3:13])[cH:5][cH:6][cH:7][cH:8]1. The reactants are ClCCC1(OC2=C(C(N(C1)C)=S)C=CC=N2)C (2-(2-chloroethyl)-2,3-dihydro-2,4-dimethylpyrido[3,2-f]-1,4-oxazepine-5(4H)-thione), CNC (dimethylamine). The solvent is CO (methanol). Run at time 10 day. The product is Cl.CN(CCC1(OC2=C(C(N(C1)C)=S)C=CC=N2)C)C (2-[2-(Dimethylamino)ethyl]-2,3-dihydro-2,4-dimethylpyrido[3,2-f][1,4]oxazepine-5(4H)-thione monohydrochloride). Yield: 76.0%. As a reaction SMILES: [Cl:1][CH2:2][CH2:3][C:4]1([CH3:17])[CH2:10][N:9]([CH3:11])[C:8](=[S:12])[C:7]2[CH:13]=[CH:14][CH:15]=[N:16][C:6]=2[O:5]1.[CH3:18][NH:19][CH3:20]>CO>[ClH:1].[CH3:18][N:19]([CH3:20])[CH2:2][CH2:3][C:4]1([CH3:17])[CH2:10][N:9]([CH3:11])[C:8](=[S:12])[C:7]2[CH:13]=[CH:14][CH:15]=[N:16][C:6]=2[O:5]1 |f:3.4|. Procedure details: To a suspension of 4.5 g (0.017 mole) of 2-(2-chloroethyl)-2,3-dihydro-2,4-dimethylpyrido[3,2-f]-1,4-oxazepine-5(4H)-thione in 20 ml of methanol, cooled in an ice bath, was added 40 ml of dimethylamine. The flask was sealed tightly and left standing at room temperature for 10 days. The dimethylamine and methanol were removed by rotary evaporation (60° C.; 30 mm). The residue was taken up in 150 ml of chloroform, washed with 3×50 ml dil sodium hydroxide, dried over anhydrous sodium sulfate, filte... Reactants: C([O-])(O)=O.[Na+] (sodium bicarbonate), C(=O)(OC(C)(C)C)OC(=O)OC(C)(C)C (di-tert-butyl dicarbonate), COC(CN(C(=O)NC1=CC=CC=C1)C1CCN(CC1)C(=O)OC(C)(C)C)OC (tert-Butyl 4-(1-(2,2-dimethoxyethyl)-3-phenylureido)piperidine-1-carboxylate), CS(=O)(=O)O (methanesulfonic acid), C([O-])([O-])=O.[Na+].[Na+] (Sodium carbonate). Solvent: O1CCOCC1 (1,4-Dioxane), O (water). Run at temperature 100 celsius, time 20 minute. Yields the product O=C1N(C=CN1C1=CC=CC=C1)C1CCN(CC1)C(=O)OC(C)(C)C (tert-butyl 4-(2-oxo-3-phenyl-2,3-dihydroimidazol-1-yl)piperidine-1-carboxylate). Yield: 59.0%. RXN SMILES: CO[CH:3](OC)[CH2:4][N:5]([CH:15]1[CH2:20][CH2:19][N:18]([C:21]([O:23][C:24]([CH3:27])([CH3:26])[CH3:25])=[O:22])[CH2:17][CH2:16]1)[C:6]([NH:8][C:9]1[CH:14]=[CH:13][CH:12]=[CH:11][CH:10]=1)=[O:7].CS(O)(=O)=O.C(=O)([O-])[O-].[Na+].[Na+].C(=O)(O)[O-].[Na+].C(OC(OC(C)(C)C)=O)(OC(C)(C)C)=O>O.O1CCOCC1>[O:7]=[C:6]1[N:8]([C:9]2[CH:10]=[CH:11][CH:12]=[CH:13][CH:14]=2)[CH:3]=[CH:4][N:5]1[CH:15]1[CH2:16][CH2:17][N:18]([C:21]([O:23][C:24]([CH3:26])([CH3:25])[CH3:27])=[O:22])[CH2:19][CH2:20]1 |f:2.3.4,5.6|. Procedure details: tert-Butyl 4-(1-(2,2-dimethoxyethyl)-3-phenylureido)piperidine-1-carboxylate (1.29 g, 3.17 mmol) was dissolved in a mixture of water (5 ml) and methanesulfonic acid (5 ml, 77 mmol). Reaction was heated to 100° C. and held with stirring for 20 minutes. Mixture was cooled to room temperature. Sodium carbonate (3.75 g, 35.4 mmol) was slowly added to the mixture. Mixture was made basic with aqueous sodium bicarbonate. 1,4-Dioxane (20 ml) was added to the mixture followed by di-tert-butyl dicarbonate...